This data is from the Open Reaction Database (ORD), a public repository of structured organic reaction records. The task is: describe an organic reaction: reactants, conditions, products, and yield Procedure: Under a stream of argon, 2.00 g (14.08 mmol) of 1,2,3,5-tetrahydroxyphenol (3) and 20 ml of ether were placed to form a suspension and 1.00 g (24.3 mmol, 1.73 equivalents) of acetonitrile was added to the suspension. While the resultant mixture was cooled with ice water, 0.70 g (5.14 mmol, 0.36 equivalent) of zinc chloride was added to the mixture and hydrogen chloride gas was bubbled at room temperature for four hours with stirring. The aeration of the mixture with the gas was stopped and the a... The yield is 31.8%. RXN SMILES: O[C:2]1([OH:11])[CH:7]=[C:6]([OH:8])[CH:5]=[C:4]([OH:9])[CH:3]1[OH:10].[CH3:12][CH2:13][O:14]CC.C(#N)C.Cl>[Cl-].[Zn+2].[Cl-].O>[OH:11][C:2]1[C:3]([OH:10])=[C:4]([OH:9])[CH:5]=[C:6]([OH:8])[C:7]=1[C:13]([CH3:12])=[O:14] |f:4.5.6|. Reagents/catalysts: [Cl-].[Zn+2].[Cl-] (zinc chloride). Conditions: time 13 hour. Reactants: Cl (hydrogen chloride), OC1(C(C(=CC(=C1)O)O)O)O (1,2,3,5-tetrahydroxyphenol), CCOCC (ether), C(C)#N (acetonitrile), resultant mixture, ice water. Run in O (water). Product: OC1=C(C(=CC(=C1O)O)O)C(=O)C (methyl (2,3,4,6-tetrahydroxyphenyl) ketone). The reactants are O=C([O-])[O-], CCOC(=O)c1cccnc1N1CCNCC1, CS(=O)(=O)OCCC=C1c2ccccc2CCc2ccccc21, CN(C)C=O, [K+], [K+]. Product: CCOC(=O)c1cccnc1N1CCN(CCC=C2c3ccccc3CCc3ccccc32)CC1. Reaction SMILES: [C:41](=[O:42])([O-:43])[O-:44].[CH2:1]([CH3:2])[O:3][C:4](=[O:5])[c:6]1[c:7]([N:12]2[CH2:13][CH2:14][NH:15][CH2:16][CH2:17]2)[n:8][cH:9][cH:10][cH:11]1.[CH3:18][S:19]([O:20][CH2:23][CH2:24][CH:25]=[C:26]1[c:27]2[c:28]([cH:37][cH:38][cH:39][cH:40]2)[CH2:29][CH2:30][c:31]2[c:32]1[cH:33][cH:34][cH:35][cH:36]2)(=[O:21])=[O:22].[CH3:47][N:48]([CH3:49])[CH:50]=[O:51].[K+:45].[K+:46]>>[CH2:1]([CH3:2])[O:3][C:4](=[O:5])[c:6]1[c:7]([N:12]2[CH2:13][CH2:14][N:15]([CH2:23][CH2:24][CH:25]=[C:26]3[c:27]4[c:28]([cH:37][cH:38][cH:39][cH:40]4)[CH2:29][CH2:30][c:31]4[c:32]3[cH:33][cH:34][cH:35][cH:36]4)[CH2:16][CH2:17]2)[n:8][cH:9][cH:10][cH:11]1. Reactants: C(C)(=O)OCC (ethyl acetate), COC(C1=CC(=CC(=C1)OC)O)=O (3-hydroxy-5-methoxy-benzoic acid methyl ester), C(=O)([O-])[O-].[K+].[K+] (K2CO3), COCCCOS(=O)(=O)C1=CC=C(C=C1)C (toluene-4-sulfonic acid 3-methoxy-propyl ester). Solvent: CC(=O)N(C)C (DMA), O (H2O). Run at temperature 140 celsius, time 14 hour. The product is COC(C1=CC(=CC(=C1)OCCCOC)OC)=O (3-methoxy-5-(3-methoxy-propoxy)-benzoic acid methyl ester). Reaction SMILES: [CH3:1][O:2][C:3](=[O:13])[C:4]1[CH:9]=[C:8]([O:10][CH3:11])[CH:7]=[C:6]([OH:12])[CH:5]=1.[C:14]([O-])([O-])=O.[K+].[K+].[CH3:20][O:21][CH2:22][CH2:23]COS(C1C=CC(C)=CC=1)(=O)=O.C(OCC)(=O)C>CC(N(C)C)=O.O>[CH3:1][O:2][C:3](=[O:13])[C:4]1[CH:9]=[C:8]([O:10][CH2:11][CH2:23][CH2:22][O:21][CH3:20])[CH:7]=[C:6]([O:12][CH3:14])[CH:5]=1 |f:1.2.3|. Procedure: A mixture of 3-hydroxy-5-methoxy-benzoic acid methyl ester (4.71 g, 25.9 mmol), K2CO3 (5.72 g, 41.4 mmol) and toluene-4-sulfonic acid 3-methoxy-propyl ester (8.18 g, 33.5 mmol) in DMA (60 ml) is stirred for 14 h at 140° C. The mixture is distributed between ethyl acetate and H2O. The aqueous layer is separated and extracted twice with ethyl acetate. The combined organic layers are dried (Na2SO4) and evaporated to afford crude 3-methoxy-5-(3-methoxy-propoxy)-benzoic acid methyl ester. MS: 255.3 [... The reactants are CC(C)(C)OC(=O)N1CCC(C=O)CC1, C1CCOC1, [H-], [Na+], COP(=O)(CC(=O)c1cccnc1)OC. Yields the product CC(C)(C)OC(=O)N1CCC(C=CC(=O)c2cccnc2)CC1. RXN SMILES: [C:18]([CH3:19])([CH3:20])([CH3:21])[O:22][C:23](=[O:24])[N:25]1[CH2:26][CH2:27][CH:28]([CH:31]=[O:32])[CH2:29][CH2:30]1.[CH2:33]1[O:34][CH2:35][CH2:36][CH2:37]1.[H-:16].[Na+:17].[O:1]=[C:2]([CH2:3][P:4](=[O:5])([O:6][CH3:7])[O:8][CH3:9])[c:10]1[cH:11][n:12][cH:13][cH:14][cH:15]1>>[O:1]=[C:2]([CH:3]=[CH:31][CH:28]1[CH2:27][CH2:26][N:25]([C:23]([O:22][C:18]([CH3:19])([CH3:20])[CH3:21])=[O:24])[CH2:30][CH2:29]1)[c:10]1[cH:11][n:12][cH:13][cH:14][cH:15]1. Reactants: ClC=1C=C(C=C(C1)C#N)OC=1C(=C(C=CC1[N+](=O)[O-])CC(=O)O)F ({3-[(3-chloro-5-cyanophenyl)oxy]-2-fluoro-4-nitrophenyl}acetic acid), Cu2O. Solvent: CC#N (CH3CN). Product: ClC=1C=C(C#N)C=C(C1)OC1=C(C(=CC=C1[N+](=O)[O-])C)F (3-chloro-5-[(2-fluoro-3-methyl-6-nitrophenyl)oxy]benzonitrile). The yield is 87.0%. As a reaction SMILES: [Cl:1][C:2]1[CH:3]=[C:4]([O:10][C:11]2[C:12]([F:24])=[C:13]([CH2:20]C(O)=O)[CH:14]=[CH:15][C:16]=2[N+:17]([O-:19])=[O:18])[CH:5]=[C:6]([C:8]#[N:9])[CH:7]=1>CC#N>[Cl:1][C:2]1[CH:7]=[C:6]([CH:5]=[C:4]([O:10][C:11]2[C:16]([N+:17]([O-:19])=[O:18])=[CH:15][CH:14]=[C:13]([CH3:20])[C:12]=2[F:24])[CH:3]=1)[C:8]#[N:9]. Procedure: The crude {3-[(3-chloro-5-cyanophenyl)oxy]-2-fluoro-4-nitrophenyl}acetic acid was dissolved in CH3CN (50 mL) and Cu2O (0.65 g, 4.5 mmol) was added. A condenser was attached and the heterogeneous mixture was heated to reflux for 2 h. The reaction mixture was cooled to RT, filtered through Celite and the solvent evaporated. Purification was accomplished by column chromatography (hexane/EtOAc) to afford the title compound (6.0 g, 87%), which solidified upon standing. 1H NMR (400 MHz, DMSO-d6): δ pp...